This data is from the Open Reaction Database (ORD), a public repository of structured organic reaction records. The task is: describe an organic reaction: reactants, conditions, products, and yield Reactants: Brc1ccc(Br)cc1, [Li]CCCC, C[Sn](C)(C)Cl, CCOCC, [Cl-], [NH4+]. Yields the product C[Sn](C)(C)c1ccc(Br)cc1. RXN SMILES: [Br:1][c:2]1[cH:3][cH:4][c:5]([Br:8])[cH:6][cH:7]1.[CH2:9]([Li:10])[CH2:11][CH2:12][CH3:13].[CH3:14][Sn:15]([CH3:16])([CH3:17])[Cl:18].[CH3:21][CH2:22][O:23][CH2:24][CH3:25].[Cl-:19].[NH4+:20]>>[Br:1][c:2]1[cH:3][cH:4][c:5]([Sn:15]([CH3:14])([CH3:16])[CH3:17])[cH:6][cH:7]1.